This data is from the Open Reaction Database (ORD), a public repository of structured organic reaction records. The task is: describe an organic reaction: reactants, conditions, products, and yield The reactants are FC=1C=C(C(=CC1)SC1=CC=CC=C1)CC#N (3-fluoro-6-(phenylthio)-phenylacetonitrile), C(C)O (ethanol), [OH-].[K+] (potassium hydroxide). The solvent is O (water). Product: FC=1C=C(C(=CC1)SC1=CC=CC=C1)CC(=O)O (3-fluoro-6-(phenylthio)-phenylacetic acid). As a reaction SMILES: [F:1][C:2]1[CH:3]=[C:4](CC#N)[C:5]([S:8][C:9]2[CH:14]=[CH:13][CH:12]=[CH:11][CH:10]=2)=[CH:6][CH:7]=1.[CH2:18]([OH:20])[CH3:19].[OH-:21].[K+]>O>[F:1][C:2]1[CH:3]=[C:4]([CH2:19][C:18]([OH:21])=[O:20])[C:5]([S:8][C:9]2[CH:14]=[CH:13][CH:12]=[CH:11][CH:10]=2)=[CH:6][CH:7]=1 |f:2.3|. Procedure: 80 g of 3-fluoro-6-(phenylthio)-phenylacetonitrile, 225 ml of ethanol, 75.5 g of potassium hydroxide and 225 ml of water are heated under reflux for 9 hours. The ethanol is subsequently evaporated off under reflux and the residue treated with water until completely dissolved, whereafter the neutral constituents are extracted with benzene. The aqueous solution is acidified with concentrated hydrochloric acid and extracted with chloroform. The organic phase is washed with water, dried over sodium ... Starting materials: FC1=C(C=CC=C1)S(=O)(=O)N (2-flourobenzene sulfonamide), N1CCNCC1 (piperazine), N1CCNCC1 (piperazine). The solvent is O1CCOCC1 (dioxane). Conditions: temperature 100 celsius. Product: NS(=O)(=O)C1=C(C=CC=C1)N1CCNCC1 (1-(2-aminosulfonyl-phenyl)piperazine). The yield is 100.0%. As a reaction SMILES: F[C:2]1[CH:7]=[CH:6][CH:5]=[CH:4][C:3]=1[S:8]([NH2:11])(=[O:10])=[O:9].[NH:12]1[CH2:17][CH2:16][NH:15][CH2:14][CH2:13]1>O1CCOCC1>[NH2:11][S:8]([C:3]1[CH:4]=[CH:5][CH:6]=[CH:7][C:2]=1[N:12]1[CH2:17][CH2:16][NH:15][CH2:14][CH2:13]1)(=[O:10])=[O:9]. Procedure: To a 50 mL flask containing 2-flourobenzene sulfonamide (200 mg, 1.14 mmol, 1 eq.) and piperazine (245 mg, 2.84 mmol, 2.5 eq) was added 20 mL of dioxane. The solution was heated to 100° C. for about 4 hours. More piperazine (200 mg, 2.32 mmol, 2 eq.) was added and the solution was heated to 100° C. for another 72 hours. The solution was concentrated to an oil and dissolved in 30 mL of 0.1 M pH 7.0 phosphate buffer. The aqueous solution was extracted with CH2Cl2 (3×30 mL). The combined organic ex...